This data is from the Open Reaction Database (ORD), a public repository of structured organic reaction records. The task is: describe an organic reaction: reactants, conditions, products, and yield Solvent: O (water). Product: OCCN1CCC(CC1)C1=CC(=C(O1)C=1C=C2CCC(C2=CC1)=O)C1=CC=NC=C1 (5-{5-[1-(2-Hydroxyethyl)piperidin-4-yl]-3-pyridin-4-ylfuran-2-yl)indan-1-one). Isolated yield 26.0%. Reaction conditions: time 2 hour. Procedure: A solution of the product of Step 1 (0.135 g, 0.26 mmol) in dry tetrahydrofuran (5 ml) was cooled to 0° C. and treated dropwise with tetrabutylammonium fluoride (1.0M solution in tetrahydrofuran, 0.078 ml, 0.78 mmol) and allowed to warm to room temperature. After stirring for 2 hours, the reaction mixture was diluted with water, extracted with dichloromethane. The organic layer was then washed with saturated aqueous brine, dried (MgSO4) and evaporated in vacuo. The residue was chromatographed on... As a reaction SMILES: [OH:1][CH2:2][CH2:3][N:4]1[CH2:9][CH2:8][CH:7]([C:10]2[O:14][C:13]([C:15]3[CH:16]=[C:17]4[C:21](=[CH:22][CH:23]=3)[C:20](=NO)[CH2:19][CH2:18]4)=[C:12]([C:26]3[CH:31]=[CH:30][N:29]=[CH:28][CH:27]=3)[CH:11]=2)[CH2:6][CH2:5]1.[F-].C([N+](CCCC)(CCCC)CCCC)CCC.[O:50]1CCCC1>O>[OH:1][CH2:2][CH2:3][N:4]1[CH2:9][CH2:8][CH:7]([C:10]2[O:14][C:13]([C:15]3[CH:16]=[C:17]4[C:21](=[CH:22][CH:23]=3)[C:20](=[O:50])[CH2:19][CH2:18]4)=[C:12]([C:26]3[CH:31]=[CH:30][N:29]=[CH:28][CH:27]=3)[CH:11]=2)[CH2:6][CH2:5]1 |f:1.2|. Starting materials: OCCN1CCC(CC1)C1=CC(=C(O1)C=1C=C2CCC(C2=CC1)=NO)C1=CC=NC=C1 (5-{5-[1-(2-Hydroxyethyl)piperidin-4-yl]-3-pyridin-4-ylfuran-2-yl}indan-1-one oxime), O1CCCC1 (tetrahydrofuran), [F-].C(CCC)[N+](CCCC)(CCCC)CCCC (tetrabutylammonium fluoride). Run in CS(=O)C (dimethylsulphoxide), C(Cl)(Cl)Cl (chloroform). Procedure: A solution of 32,4 g of 2-tert-butyl-5-chloro-6-nitrobenzothiazole, (described in European patent application 85810418.5 published under No. 0175650) in 300 ml of dimethylsulphoxide, is stirred and heated at 140° for 6 hours with 12.8 g of 4-methylpiperidine and 35.8 g of anhydrous potassium carbonate, cooled and poured into water. The solid obtained is dissolved in chloroform and filtered through a silical gel column. The filtate is evaporated to give 2-tert-butyl-5-(4-methylpiperidin-1-yl)-6-n... Starting materials: C(C)(C)(C)C=1SC2=C(N1)C=C(C(=C2)[N+](=O)[O-])Cl (2-tert-butyl-5-chloro-6-nitrobenzothiazole), O (water), CC1CCNCC1 (4-methylpiperidine), C([O-])([O-])=O.[K+].[K+] (potassium carbonate). Yields the product C(C)(C)(C)C=1SC2=C(N1)C=C(C(=C2)[N+](=O)[O-])N2CCC(CC2)C (2-tert-butyl-5-(4-methylpiperidin-1-yl)-6-nitrobenzothiazole). As a reaction SMILES: [C:1]([C:5]1[S:6][C:7]2[CH:13]=[C:12]([N+:14]([O-:16])=[O:15])[C:11](Cl)=[CH:10][C:8]=2[N:9]=1)([CH3:4])([CH3:3])[CH3:2].[CH3:18][CH:19]1[CH2:24][CH2:23][NH:22][CH2:21][CH2:20]1.C(=O)([O-])[O-].[K+].[K+].O>CS(C)=O.C(Cl)(Cl)Cl>[C:1]([C:5]1[S:6][C:7]2[CH:13]=[C:12]([N+:14]([O-:16])=[O:15])[C:11]([N:22]3[CH2:23][CH2:24][CH:19]([CH3:18])[CH2:20][CH2:21]3)=[CH:10][C:8]=2[N:9]=1)([CH3:4])([CH3:3])[CH3:2] |f:2.3.4|. Starting materials: C(#N)C1=C(OC2=C(C#N)C(=CC=C2)OC2=C(C(=CC=C2)F)C#N)C=CC=C1F (2,6-bis(2-cyano-3-fluorophenoxy)benzonitrile), NC1=CC=C(C=C1)O (4-aminophenol), C([O-])([O-])=O.[K+].[K+] (potassium carbonate), NC=1C=C(C=CC1)O (3-aminophenol), C([O-])([O-])=O.[K+].[K+] (potassium carbonate). The solvent is N-methyl-1-pyrrolidone. The product is NC1=CC=C(OC=2C(=C(OC3=C(C#N)C(=CC=C3)OC3=C(C(=CC=C3)OC3=CC(=CC=C3)N)C#N)C=CC2)C#N)C=C1 (2-[3-(4-aminophenoxy)-2-cyanophenoxy]-6-[3-(3-aminophenoxy)-2-cyanophenoxy]benzonitrile). Yield: 48.5%. RXN SMILES: [C:1]([C:3]1[C:27](F)=[CH:26][CH:25]=[CH:24][C:4]=1[O:5][C:6]1[CH:13]=[CH:12][CH:11]=[C:10]([O:14][C:15]2[CH:20]=[CH:19][CH:18]=[C:17](F)[C:16]=2[C:22]#[N:23])[C:7]=1[C:8]#[N:9])#[N:2].[NH2:29][C:30]1[CH:35]=[CH:34][C:33]([OH:36])=[CH:32][CH:31]=1.C(=O)([O-])[O-].[K+].[K+].[NH2:43][C:44]1[CH:45]=[C:46]([OH:50])[CH:47]=[CH:48][CH:49]=1>>[NH2:29][C:30]1[CH:35]=[CH:34][C:33]([O:36][C:17]2[C:16]([C:22]#[N:23])=[C:15]([CH:20]=[CH:19][CH:18]=2)[O:14][C:10]2[CH:11]=[CH:12][CH:13]=[C:6]([O:5][C:4]3[CH:24]=[CH:25][CH:26]=[C:27]([O:50][C:46]4[CH:47]=[CH:48][CH:49]=[C:44]([NH2:43])[CH:45]=4)[C:3]=3[C:1]#[N:2])[C:7]=2[C:8]#[N:9])=[CH:32][CH:31]=1 |f:2.3.4|. Reported procedure: Into a 250 mL round bottom flask equipped with stir bar, condenser and nitrogen inlet was charged 2,6-bis(2-cyano-3-fluorophenoxy)benzonitrile (8.00 g, 21.4 mmol), 4-aminophenol (2.34 g, 21.4 mmol), potassium carbonate (3.56 g, 25.8 mmol) and N-methyl-1-pyrrolidone (NMP, 140 mL). The mixture was stirred at 100° C. for 24 hours until GC/MS showed no remaining reactant. It was allowed to cool to room temperature, followed by the addition of 3-aminophenol (2.34 g, 21.4 mmol) and potassium carbonate...